Dataset: the Open Reaction Database (ORD), a public repository of structured organic reaction records. Task: describe an organic reaction: reactants, conditions, products, and yield Reactants: O=C([O-])[O-], O=c1[nH]cc(C(F)(F)F)c(=O)[nH]1, CCI, [K+], [K+], CN(C)C=O. Product: CCn1cc(C(F)(F)F)c(=O)[nH]c1=O. RXN SMILES: [C:13](=[O:14])([O-:15])[O-:16].[F:1][C:2]([c:3]1[c:4](=[O:10])[nH:5][c:6](=[O:9])[nH:7][cH:8]1)([F:11])[F:12].[I:19][CH2:20][CH3:21].[K+:17].[K+:18].[O:22]=[CH:23][N:24]([CH3:25])[CH3:26]>>[F:1][C:2]([c:3]1[c:4](=[O:10])[nH:5][c:6](=[O:9])[n:7]([CH2:20][CH3:21])[cH:8]1)([F:11])[F:12].